From a dataset of the Open Reaction Database (ORD), a public repository of structured organic reaction records. describe an organic reaction: reactants, conditions, products, and yield Isolated yield 221.9%. Reaction SMILES: Br[CH2:2][CH2:3][CH2:4][Cl:5].[NH:6]1[CH2:10][CH2:9][CH2:8][CH2:7]1>C1(C)C=CC=CC=1>[ClH:5].[Cl:5][CH2:4][CH2:3][CH2:2][N:6]1[CH2:10][CH2:9][CH2:8][CH2:7]1 |f:3.4|. Yields the product Cl.ClCCCN1CCCC1 (1-(3-chloropropyl)pyrrolidine hydrochloride). Reaction conditions: temperature 42.5 celsius. Procedure details: A solution of 1-bromo-3-chloropropane (99.5 kg) in toluene (237 kg) was heated to 40-45° C. To this solution was added pyrrolidine (94.5 kg) over 1.5 hours, maintaining the temperature at 40-45° C. A line wash of toluene (37 kg) was applied and the reaction maintained at 40-45° C. for a further four hours. The reaction mixture was cooled to 20-25° C. and washed with water (211 kg). Further water (138 kg) was added and the pH adjusted to 8.8-9.0 by the addition of 34% w/w hydrochloric acid (4.7 k... Run in C1(=CC=CC=C1)C (toluene). The reactants are BrCCCCl (1-bromo-3-chloropropane), N1CCCC1 (pyrrolidine). Starting materials: N1N=CC=C1 (pyrazole), ClCCC(=O)OCC (ethyl 3-chloropropionate). The product is N1(N=CC=C1)CCC(=O)O (3-(N-pyrazolyl)propionic acid). RXN SMILES: [NH:1]1[CH:5]=[CH:4][CH:3]=[N:2]1.Cl[CH2:7][CH2:8][C:9]([O:11]CC)=[O:10]>>[N:1]1([CH2:7][CH2:8][C:9]([OH:11])=[O:10])[CH:5]=[CH:4][CH:3]=[N:2]1. Procedure: 6.8 g of pyrazole were reacted with ethyl 3-chloropropionate as in Example 3 and processed further in a similar manner. 11.8 g ([lacuna] of theory) of 3-(N-pyrazolyl)propionic acid are obtained as a white powder of m.p. 70° C. Reactants: CCn1cc(C(=O)O)c(=O)c2cc(F)c(F)cc21, Cn1nccc1C1CNCCN1, c1ccncc1. The product is CCn1cc(C(=O)O)c(=O)c2cc(F)c(N3CCNC(c4ccnn4C)C3)cc21. RXN SMILES: [CH2:13]([CH3:14])[n:15]1[cH:16][c:17]([C:28](=[O:29])[OH:30])[c:18](=[O:27])[c:19]2[cH:20][c:21]([F:26])[c:22]([F:25])[cH:23][c:24]12.[CH3:1][n:2]1[n:3][cH:4][cH:5][c:6]1[CH:7]1[CH2:8][NH:9][CH2:10][CH2:11][NH:12]1.[cH:31]1[cH:32][cH:33][n:34][cH:35][cH:36]1>>[CH3:1][n:2]1[n:3][cH:4][cH:5][c:6]1[CH:7]1[CH2:8][N:9]([c:22]2[c:21]([F:26])[cH:20][c:19]3[c:18](=[O:27])[c:17]([C:28](=[O:29])[OH:30])[cH:16][n:15]([CH2:13][CH3:14])[c:24]3[cH:23]2)[CH2:10][CH2:11][NH:12]1. Starting materials: O=C([O-])[O-], CN(C)Cc1ccc(CSCCNc2nc(N)nn2C)o1, CC(C)=O, [K+], [K+]. The product is CN(C)Cc1ccc(CSCCNc2nc(NC=O)nn2C)o1. As a reaction SMILES: [C:22]([O-:23])(=[O:24])[O-:25].[CH3:1][n:2]1[n:3][c:4]([NH2:21])[n:5][c:6]1[NH:7][CH2:8][CH2:9][S:10][CH2:11][c:12]1[o:13][c:14]([CH2:17][N:18]([CH3:19])[CH3:20])[cH:15][cH:16]1.[CH3:28][C:29](=[O:30])[CH3:31].[K+:26].[K+:27]>>[CH3:1][n:2]1[n:3][c:4]([NH:21][CH:22]=[O:23])[n:5][c:6]1[NH:7][CH2:8][CH2:9][S:10][CH2:11][c:12]1[o:13][c:14]([CH2:17][N:18]([CH3:19])[CH3:20])[cH:15][cH:16]1. Reactants: Cl.NC(=N)N (guanidine hydrochloride), C[O-].[Na+] (sodium methoxide), C(C1=CC=CC=C1)N1C=CC2=CC(=CC=C12)C(=O)OCC1=CC=CC=C1 (benzyl 1-benzyl-5-indolecarboxylate). The solvent is CO (methanol). Reaction conditions: temperature 55 celsius, time 30 hour. Product: Cl.C(C1=CC=CC=C1)N1C=CC2=CC(=CC=C12)C(=O)NC(=N)N (1-benzyl-5-indoloylguanidine hydrochloride). Yield: 10.4%. Reaction SMILES: [ClH:1].[NH2:2][C:3]([NH2:5])=[NH:4].C[O-].[Na+].[CH2:9]([N:16]1[C:24]2[C:19](=[CH:20][C:21]([C:25](OCC3C=CC=CC=3)=[O:26])=[CH:22][CH:23]=2)[CH:18]=[CH:17]1)[C:10]1[CH:15]=[CH:14][CH:13]=[CH:12][CH:11]=1>CO>[ClH:1].[CH2:9]([N:16]1[C:24]2[C:19](=[CH:20][C:21]([C:25]([NH:4][C:3]([NH2:5])=[NH:2])=[O:26])=[CH:22][CH:23]=2)[CH:18]=[CH:17]1)[C:10]1[CH:11]=[CH:12][CH:13]=[CH:14][CH:15]=1 |f:0.1,2.3,6.7|. Reported procedure: After 2.24 g (23.4 mmol) of guanidine hydrochloride was added to 50 ml of a methanol solution of 1.26 g (23.4 mmol) of sodium methoxide, 0.80 g (2.34 mmol) of benzyl 1-benzyl-5-indolecarboxylate was added to the resulting mixture. The mixture was then stirred for 30 hours while heating at 50 to 60° C. Methanol was distilled off under reduced pressure and the residue was purified by silica gel column chromatography followed by treatment with 2N hydrochloric acid to give 0.08 g (10.4%) of 1-benzyl...